This data is from the Open Reaction Database (ORD), a public repository of structured organic reaction records. The task is: describe an organic reaction: reactants, conditions, products, and yield Starting materials: Cl (hydrochloride), N[C@H]([C@H](C(=O)OC)C)[C@@H]([C@@H](C)O)C(=O)O (methyl (2R, 3R, 4S, 5R)-3-amino-4-carboxy-5-hydroxy-2-methyl-hexanoate), C1C(C)O1 (propene oxide), C1CCC(CC1)N=C=NC2CCCCC2 (DCC). The solvent is CO (methanol). Conditions: temperature 50 celsius, time 4 hour. The product is O[C@H](C)[C@H]1C(N[C@H]1[C@H](C(=O)OC)C)=O (methyl 2(R)-[(3S, 4R)-3-(1(R)-hydroxyethyl)-2-oxoazetidine-4-yl]propanoate). As a reaction SMILES: Cl.[NH2:2][C@@H:3]([C@H:10]([C:14]([OH:16])=O)[C@H:11]([OH:13])[CH3:12])[C@@H:4]([CH3:9])[C:5]([O:7][CH3:8])=[O:6].C1OC1C.C1CCC(N=C=NC2CCCCC2)CC1>CO>[OH:13][C@@H:11]([C@@H:10]1[C@H:3]([C@@H:4]([CH3:9])[C:5]([O:7][CH3:8])=[O:6])[NH:2][C:14]1=[O:16])[CH3:12]. Procedure details: In 30 ml of anhydrous methanol was dissolved 510 mg of the hydrochloride of methyl (2R, 3R, 4S, 5R)-3-amino-4-carboxy-5-hydroxy-2-methyl-hexanoate (10), and 1 ml of propene oxide was added to the solution, and the mixture was heated under reflux for 10 minutes. The solution was allowed to cool and admixed with 450 mg of DCC, and the mixture was heated with stirring at 50° C. for 4 hours. The solvent was distilled off under reduced pressure, and the residue was extracted with ethyl acetate. The e...